Dataset: the Open Reaction Database (ORD), a public repository of structured organic reaction records. Task: describe an organic reaction: reactants, conditions, products, and yield Starting materials: C[Si](C(C)C)(C)Cl (dimethyl isopropyl silyl chloride), C(C)(C)NC(C)C (diisopropyl amine), [Li]CCCC.CCCCCC (BuLi hexane), C(CC)(=O)OC (methyl propionate), CI (methyl iodide). Solvent: C1CCOC1 (THF), CCCCC (pentane). Reaction conditions: temperature 0 celsius, time 15 minute. Product: C[Si](C(C)C)(C)OC(=CC)OC (methylketene methyl dimethylisopropylsilyl acetal). The yield is 65.8%. RXN SMILES: C(NC(C)C)(C)C.[Li]CCCC.CCCCCC.[C:19]([O:23][CH3:24])(=[O:22])[CH2:20][CH3:21].[CH3:25][Si:26](Cl)([CH3:30])[CH:27]([CH3:29])[CH3:28].CI>C1COCC1.CCCCC>[CH3:25][Si:26]([O:22][C:19]([O:23][CH3:24])=[CH:20][CH3:21])([CH3:30])[CH:27]([CH3:29])[CH3:28] |f:1.2|. Procedure details: One g of diisopropyl amine was dissolved in 7.5 ml of THF at 0° C., and 7 ml of a 1.6M BuLi hexane solution was dropwise added. The mixture was stirred for 15 minutes at 0° C. The reaction solution was cooled to -78° C., and then 0.88 g (10 mmol) of methyl propionate was added. Thirty minutes later, 1.64 g (12 mmol) of dimethyl isopropyl silyl chloride was added thereto, and the mixture was stirred for 30 minutes. To the reaction solution, 1.9 ml of methyl iodide and 5 ml of pentane were added a... Starting materials: N[C@@H]1CCC2=C(C=CC=C12)C1=NOC(=N1)C=1C=CC(=C(C#N)C1)OC(C)C ((R)-5-(3-(1-amino-2,3-dihydro-1H-inden-4-yl)-1,2,4-oxadiazol-5-yl)-2-isopropoxybenzonitrile), S(=O)(=O)(N)N (sulfamide). Run in O1CCOCC1 (dioxane). Run at temperature 110 celsius, time 14 hour. Yields the product C(#N)C=1C=C(C=CC1OC(C)C)C1=NC(=NO1)C1=C2CC[C@H](C2=CC=C1)NS(=O)(=O)N ((R)-N-(4-(5-(3-cyano-4-isopropoxyphenyl)-1,2,4-oxadiazol-3-yl)-2,3-dihydro-1H-inden-1-yl)sulfamide). Yield: 25.8%. As a reaction SMILES: [NH2:1][C@H:2]1[C:10]2[C:5](=[C:6]([C:11]3[N:15]=[C:14]([C:16]4[CH:17]=[CH:18][C:19]([O:24][CH:25]([CH3:27])[CH3:26])=[C:20]([CH:23]=4)[C:21]#[N:22])[O:13][N:12]=3)[CH:7]=[CH:8][CH:9]=2)[CH2:4][CH2:3]1.[S:28](N)([NH2:31])(=[O:30])=[O:29]>O1CCOCC1>[C:21]([C:20]1[CH:23]=[C:16]([C:14]2[O:13][N:12]=[C:11]([C:6]3[CH:7]=[CH:8][CH:9]=[C:10]4[C:5]=3[CH2:4][CH2:3][C@H:2]4[NH:1][S:28]([NH2:31])(=[O:30])=[O:29])[N:15]=2)[CH:17]=[CH:18][C:19]=1[O:24][CH:25]([CH3:27])[CH3:26])#[N:22]. Procedure details: Prepared using General Procedure 22: To a stirred solution of (R)-5-(3-(1-amino-2,3-dihydro-1H-inden-4-yl)-1,2,4-oxadiazol-5-yl)-2-isopropoxybenzonitrile 49 (50 mg, 0.14 mmol) in dioxane (1.5 mL) was added sulfamide (66 mg, 0.69 mmol) and the mixture was heated to 110° C. After 14 h of stirring, the solvent was evaporated and the residue was purified by column chromatography. Additional purification by recrystallization from MeOH provided 15.9 mg (26%) of (R)-N-(4-(5-(3-cyano-4-isopropoxyphenyl)...